From a dataset of the Open Reaction Database (ORD), a public repository of structured organic reaction records. describe an organic reaction: reactants, conditions, products, and yield The reactants are Cl (HCl), NC1=C(C(=O)N)C=C(C(=C1)Cl)[N+](=O)[O-] (2-amino-4-chloro-5-nitrobenzamide), [OH-].[Na+] (NaOH). Solvent: C1CCOC1 (THF). Run at time 1 hour. Yields the product NCC1=C(C=C(C(=C1)[N+](=O)[O-])Cl)N (2-(aminomethyl)-5-chloro-4-nitrobenzenamine). Yield: 72.4%. RXN SMILES: [NH2:1][C:2]1[CH:10]=[C:9]([Cl:11])[C:8]([N+:12]([O-:14])=[O:13])=[CH:7][C:3]=1[C:4]([NH2:6])=O.Cl.[OH-].[Na+]>C1COCC1>[NH2:6][CH2:4][C:3]1[CH:7]=[C:8]([N+:12]([O-:14])=[O:13])[C:9]([Cl:11])=[CH:10][C:2]=1[NH2:1] |f:2.3|. Procedure details: To a solution of 2-amino-4-chloro-5-nitrobenzamide (3.0 g, 13.7 mmol) in dry THF (50 mL), borane dimethyl sulphide complex (1.56 g, 20.6 mmol) was added at RT and the reaction mass was refluxed for 24 h. The reaction mass was cooled to RT and dilute HCl was added till it became acidic. Further, the reaction mixture was stirred for 1 h and then the reaction mixture was basified with dilute NaOH and extracted with ethyl acetate. The organic layer was separated, dried over anhydrous sodium sulphate...